This data is from the Open Reaction Database (ORD), a public repository of structured organic reaction records. The task is: describe an organic reaction: reactants, conditions, products, and yield Starting materials: Brc1cnc(Nc2ccccn2)s1, C[O-], CO, O=C(O)c1cc(Cl)ccn1, [Na+], [Na], CN(C)C=O, O, S. Yields the product O=C(O)c1cc(Sc2cnc(Nc3ccccn3)s2)ccn1. RXN SMILES: [Br:22][c:23]1[cH:24][n:25][c:26]([NH:28][c:29]2[n:30][cH:31][cH:32][cH:33][cH:34]2)[s:27]1.[CH3:19][O-:20].[CH3:35][OH:36].[Cl:6][c:7]1[cH:8][c:9]([C:13](=[O:14])[OH:15])[n:10][cH:11][cH:12]1.[Na+:21].[Na:18].[O:1]=[CH:2][N:3]([CH3:4])[CH3:5].[OH2:16].[SH2:17]>>[c:7]1([S:17][c:23]2[cH:24][n:25][c:26]([NH:28][c:29]3[n:30][cH:31][cH:32][cH:33][cH:34]3)[s:27]2)[cH:8][c:9]([C:13](=[O:14])[OH:15])[n:10][cH:11][cH:12]1. The reactants are N(=NC(=O)OCC)C(=O)OCC (Diethyl azodicarboxylate), FC(C(=O)O)(F)F.OC1CCN(CC1)C1=CC=C(C=N1)C1(CC1)C(=O)N1C[C@]2(CC1)OC(C1=C2C=CC=C1)=O ((1R)-1′-({1-[6-(4-hydroxypiperidin-1-yl)pyridin-3-yl]cyclopropyl}carbonyl)-3H-spiro[2-benzofuran-1,3′-pyrrolidin]-3-one trifluoroacetate), N1=CC=C(C=C1)O (4-pyridinol), C1(=CC=CC=C1)P(C1=CC=CC=C1)C1=CC=CC=C1 (triphenylphosphine), O1CCCC1 (tetrahydrofuran). Conditions: time 8 hour. Product: N1=CC=C(C=C1)OC1CCN(CC1)C1=CC=C(C=N1)C1(CC1)C(=O)N1C[C@]2(CC1)OC(C1=C2C=CC=C1)=O ((1R)-1′-[(1-{6-[4-(Pyridin-4-yloxy)piperidin-1-yl]pyridin-3-yl}cyclopropyl)carbonyl]-3H-spiro[2-benzofuran-1,3′-pyrrolidin]-3-one). RXN SMILES: N(C(OCC)=O)=NC(OCC)=O.FC(F)(F)C(O)=O.[OH:20][CH:21]1[CH2:26][CH2:25][N:24]([C:27]2[N:32]=[CH:31][C:30]([C:33]3([C:36]([N:38]4[CH2:42][CH2:41][C@@:40]5([C:46]6[CH:47]=[CH:48][CH:49]=[CH:50][C:45]=6[C:44](=[O:51])[O:43]5)[CH2:39]4)=[O:37])[CH2:35][CH2:34]3)=[CH:29][CH:28]=2)[CH2:23][CH2:22]1.[N:52]1[CH:57]=[CH:56][C:55](O)=[CH:54][CH:53]=1.C1(P(C2C=CC=CC=2)C2C=CC=CC=2)C=CC=CC=1.O1CCCC1>>[N:52]1[CH:57]=[CH:56][C:55]([O:20][CH:21]2[CH2:22][CH2:23][N:24]([C:27]3[N:32]=[CH:31][C:30]([C:33]4([C:36]([N:38]5[CH2:42][CH2:41][C@@:40]6([C:46]7[CH:47]=[CH:48][CH:49]=[CH:50][C:45]=7[C:44](=[O:51])[O:43]6)[CH2:39]5)=[O:37])[CH2:34][CH2:35]4)=[CH:29][CH:28]=3)[CH2:25][CH2:26]2)=[CH:54][CH:53]=1 |f:1.2|. Procedure details: Diethyl azodicarboxylate (3.0×10−1 μL, 0.00019 mol) was added to a mixture of (1R)-1′-({1-[6-(4-hydroxypiperidin-1-yl)pyridin-3-yl]cyclopropyl}carbonyl)-3H-spiro[2-benzofuran-1,3′-pyrrolidin]-3-one trifluoroacetate (salt) (42 mg, 0.000077 mol, example 172), 4-pyridinol (18 mg, 0.00019 mol) and triphenylphosphine (5.0×10−1 mg, 0.00019 mol) in tetrahydrofuran (1.0 mL, 0.012 mol). The reaction mixture was stirred at room temperature overnight. The crude product was purified by prep-LCMS. LC/MS: 511... Product: ClCC=1N=C(SC1)N1CCOCC1 (4-[4-(Chloromethyl)-1,3-thiazol-2-yl]morpholine). Reactants: N1(CCOCC1)C(N)=S (4-morpholinecarbothioamide), ClC(C(C)=O)Cl (dichloroacetone). Procedure details: 11.51 g (78.76 mmol) of 4-morpholinecarbothioamide and 10.00 g (78.76 mmol) of dichloroacetone in 100 ml of ethanol are heated under reflux for one hour. The colourless solid which precipitates from the pink solution is, after cooling, filtered off with suction and washed twice with ethanol. This gives 12.96 g (75% of theory) of product. As a reaction SMILES: [N:1]1([C:7](=[S:9])[NH2:8])[CH2:6][CH2:5][O:4][CH2:3][CH2:2]1.[Cl:10][CH:11](Cl)[C:12](=O)[CH3:13]>C(O)C>[Cl:10][CH2:11][C:12]1[N:8]=[C:7]([N:1]2[CH2:6][CH2:5][O:4][CH2:3][CH2:2]2)[S:9][CH:13]=1. The solvent is C(C)O (ethanol). Conditions: temperature 30 celsius, time 2 hour. Reported procedure: A glass reactor equipped with a thermometer, a stirrer, and a condenser was charged with 76.8 g (0.43 mol) of antimony trifluoride, and, while cooling with water to 0° to 10° C., 76.8 g (0.3 mol) of 2-bis(dichloromethylsilyl)ethane was added thereto dropwise. The 2-bis(dichloromethylsilyl)ethane used here had a purity of 99.5% and contained 0.1% of 1,1-bis(difluoromethylfluorosilyl)ethane. After the dropwise addition, the mixture was stirred at 30° C. for 2 hours to complete the reaction. The re... The solvent is O (water). Yields the product FC(F)[SiH2]CC[SiH2]C(F)F (1,2-bis(difluoromethylsilyl)ethane). The reactants are [Sb](F)(F)F (antimony trifluoride), FC(F)[SiH](C(C)[SiH](F)C(F)F)F (1,1-bis(difluoromethylfluorosilyl)ethane), 2-bis(dichloromethylsilyl)ethane, 2-bis(dichloromethylsilyl)ethane. RXN SMILES: [Sb](F)(F)F.FC([SiH](F)[CH:9]([SiH:11]([CH:13]([F:15])[F:14])F)[CH3:10])F>O>[F:14][CH:13]([SiH2:11][CH2:10][CH2:9][SiH2:11][CH:13]([F:14])[F:15])[F:15].